This data is from the Open Reaction Database (ORD), a public repository of structured organic reaction records. The task is: describe an organic reaction: reactants, conditions, products, and yield Reactants: C1CCOC1, CO, CCOC(=O)c1c(Cl)c(C)c(=O)n2c1CCC2, Cl, [Na+], [OH-]. Product: Cc1c(Cl)c(C(=O)O)c2n(c1=O)CCC2. As a reaction SMILES: [CH2:18]1[O:19][CH2:20][CH2:21][CH2:22]1.[CH3:26][OH:27].[Cl:1][c:2]1[c:3]([CH3:17])[c:4](=[O:16])[n:5]2[c:9]([c:10]1[C:11](=[O:12])[O:13][CH2:14][CH3:15])[CH2:8][CH2:7][CH2:6]2.[ClH:25].[Na+:24].[OH-:23]>>[Cl:1][c:2]1[c:3]([CH3:17])[c:4](=[O:16])[n:5]2[c:9]([c:10]1[C:11](=[O:12])[OH:13])[CH2:8][CH2:7][CH2:6]2. Reactants: C(C)(=O)NC(C(=O)OCC)C(=O)OCC (Diethyl acetamidomalonate), ice water, ClCC=1C=C(OCC(=O)OCC)C=CC1 (ethyl 3-(chloromethyl)phenoxyacetate), [Na] (sodium), C(C)O (ethanol). Run in [O-]CC (ethoxide). Yields the product C(C)(=O)NC(C(=O)OCC)(C(=O)OCC)C1=CC(=CC=C1)OCC(=O)OCC (diethyl acetamido-(3-ethoxycarbonylmethoxyphenyl)malonate). As a reaction SMILES: [C:1]([NH:4][CH:5]([C:11]([O:13][CH2:14][CH3:15])=[O:12])[C:6]([O:8][CH2:9][CH3:10])=[O:7])(=[O:3])[CH3:2].ClC[C:18]1[CH:19]=[C:20]([CH:28]=[CH:29][CH:30]=1)[O:21][CH2:22][C:23]([O:25][CH2:26][CH3:27])=[O:24].[Na].C(O)C>[O-]CC>[C:1]([NH:4][C:5]([C:29]1[CH:30]=[CH:18][CH:19]=[C:20]([O:21][CH2:22][C:23]([O:25][CH2:26][CH3:27])=[O:24])[CH:28]=1)([C:11]([O:13][CH2:14][CH3:15])=[O:12])[C:6]([O:8][CH2:9][CH3:10])=[O:7])(=[O:3])[CH3:2] |^1:30|. Procedure details: Diethyl acetamidomalonate (2.60 g) and ethyl 3-(chloromethyl)phenoxyacetate (Robertson, J. Chem. Soc. 1933), 492; U.S. Pat. No. 3,933,895) (2.39 g) were dissolved in ethanolic ethoxide (prepared from sodium (230 g) and absolute ethanol (10 ml) and the mixture refluxed for 19 hours. The cooled solution was poured into ice-water, the product was extracted into ether, and the dried extract evaporated. The residual gum was crystallised from ether/hexane to give diethyl acetamido-(3-ethoxycarbonylmet...